The task is: describe an organic reaction: reactants, conditions, products, and yield. This data is from the Open Reaction Database (ORD), a public repository of structured organic reaction records. Reactants: C1CCOC1, CCC(C)O, N#Cc1ccc(F)c(C(F)(F)F)c1, [H-], [Na+]. The product is CCC(C)Oc1ccc(C#N)cc1C(F)(F)F. RXN SMILES: [CH2:21]1[O:22][CH2:23][CH2:24][CH2:25]1.[CH3:14][CH:15]([CH2:16][CH3:17])[OH:18].[F:1][c:2]1[c:3]([C:10]([F:11])([F:12])[F:13])[cH:4][c:5]([C:6]#[N:7])[cH:8][cH:9]1.[H-:19].[Na+:20]>>[c:2]1([O:18][CH:15]([CH3:14])[CH2:16][CH3:17])[c:3]([C:10]([F:11])([F:12])[F:13])[cH:4][c:5]([C:6]#[N:7])[cH:8][cH:9]1. Starting materials: N1=CC(=CC=C1)C=1SC=C(N1)C(=O)O (2-(3-Pyridyl)thiazole-4-carboxylic acid), NC1=C(C(=O)N)C=CC=C1 (2-amino-benzamide), O.ON1N=NC2=C1C=CC=C2 (1-hydroxybenzotriazole hydrate), C1(CCCCC1)N=C=NCCN1CCOCC1 (1-cyclohexyl-3-(2-morpholinoethyl)carbodiimide). Run in N1=CC=CC=C1 (pyridine), C(Cl)(Cl)Cl (chloroform). Reaction conditions: time 20 hour. Product: NC(=O)C1=C(C=CC=C1)NC(=O)C=1N=C(SC1)C=1C=NC=CC1 (N-[2-(Aminocarbonyl)phenyl]-2-(3-pyridinyl)-4-thiazolecarboxamide). RXN SMILES: [N:1]1[CH:6]=[CH:5][CH:4]=[C:3]([C:7]2[S:8][CH:9]=[C:10]([C:12]([OH:14])=O)[N:11]=2)[CH:2]=1.[NH2:15][C:16]1[CH:24]=[CH:23][CH:22]=[CH:21][C:17]=1[C:18]([NH2:20])=[O:19].O.ON1C2C=CC=CC=2N=N1.C1(N=C=NCCN2CCOCC2)CCCCC1>N1C=CC=CC=1.C(Cl)(Cl)Cl>[NH2:20][C:18]([C:17]1[CH:21]=[CH:22][CH:23]=[CH:24][C:16]=1[NH:15][C:12]([C:10]1[N:11]=[C:7]([C:3]2[CH:2]=[N:1][CH:6]=[CH:5][CH:4]=2)[S:8][CH:9]=1)=[O:14])=[O:19] |f:2.3|. Reported procedure: 2-(3-Pyridyl)thiazole-4-carboxylic acid (206 mg, 1 mmol) and 2-amino-benzamide (163 mg, 1.2 mmol) are mixed, and chloroform (10 ml) and pyridine (1.2 ml) are added. Then 1-hydroxybenzotriazole hydrate (230 mg) and 1-cyclohexyl-3-(2-morpholinoethyl)carbodiimide metho-P-toluene-sulphonate CAS[2491-17-0] (635 mg) are added, and the mixture is stirred at room temperature for 20 h. The solid is filtered off with suction and washed with ethyl acetate, water and again with ethyl acetate. Purification o... Starting materials: CC(C)CN=C=S, COc1ccc(C(=O)NN)c(OC)c1, CCO. Yields the product COc1ccc(C(=O)NNC(=S)NCC(C)C)c(OC)c1. As a reaction SMILES: [CH2:15]([CH:16]([CH3:17])[CH3:18])[N:19]=[C:20]=[S:21].[CH3:1][O:2][c:3]1[c:4]([C:5](=[O:6])[NH:7][NH2:8])[cH:9][cH:10][c:11]([O:13][CH3:14])[cH:12]1.[CH3:22][CH2:23][OH:24]>>[CH3:1][O:2][c:3]1[c:4]([C:5](=[O:6])[NH:7][NH:8][C:20]([NH:19][CH2:15][CH:16]([CH3:17])[CH3:18])=[S:21])[cH:9][cH:10][c:11]([O:13][CH3:14])[cH:12]1. The reactants are [OH-].[NH4+] (ammonium hydroxide), O (water), Cl (hydrochloric acid), C(=CC)OC1=C(C=CC=C1)[N+](=O)[O-] (2-prop-1-en-oxynitrobenzene). The reagents and catalysts are [Fe] (Iron). Run in C(C)O (ethanol). The product is C(=CC)OC1=C(N)C=CC=C1 (2-Prop-1-en-oxyaniline). The yield is 58.9%. RXN SMILES: O.Cl.[CH:3]([O:6][C:7]1[CH:12]=[CH:11][CH:10]=[CH:9][C:8]=1[N+:13]([O-])=O)=[CH:4][CH3:5].[OH-].[NH4+]>[Fe].C(O)C>[CH:3]([O:6][C:7]1[CH:12]=[CH:11][CH:10]=[CH:9][C:8]=1[NH2:13])=[CH:4][CH3:5] |f:3.4|. Procedure details: Iron 60 mesh (106.3 g, 1.9 mole), water (450 cc), ethanol (500 cc) and concentrated hydrochloric acid (29.5 cc) were heated to reflux under a nitrogen blanket. Then 2-prop-1-en-oxynitrobenzene (89.6 g, 0.57 mole) was added at reflux over a period of 2 hours. The reaction was maintained at reflux over a period of 2 hours. The reaction was maintained at reflux for an additional 3 hours. The pH was adjusted to 7-8 by the addition of concentrated ammonium hydroxide. The reaction mixture then was fil...